Dataset: the Open Reaction Database (ORD), a public repository of structured organic reaction records. Task: describe an organic reaction: reactants, conditions, products, and yield As a reaction SMILES: [CH2:1]([c:2]1[cH:3][cH:4][cH:5][cH:6][cH:7]1)[N:8]1[CH2:9][CH2:10][O:11][c:12]2[c:13]([n:15][cH:16][c:17]([Cl:19])[n:18]2)[CH2:14]1.[CH3:20][CH:21]1[CH2:22][O:23][CH2:24][CH2:25][NH:26]1.[CH3:27][C:28]([CH3:29])([O-:30])[CH3:31].[CH3:34][c:35]1[cH:36][cH:37][cH:38][cH:39][cH:40]1.[Na+:32].[O:43]=[C:44]([CH:45]=[CH:46][c:47]1[cH:48][cH:49][cH:50][cH:51][cH:52]1)[CH:53]=[CH:54][c:55]1[cH:56][cH:57][cH:58][cH:59][cH:60]1.[O:61]=[C:62]([CH:63]=[CH:64][c:65]1[cH:66][cH:67][cH:68][cH:69][cH:70]1)[CH:71]=[CH:72][c:73]1[cH:74][cH:75][cH:76][cH:77][cH:78]1.[O:79]=[C:80]([CH:81]=[CH:82][c:83]1[cH:84][cH:85][cH:86][cH:87][cH:88]1)[CH:89]=[CH:90][c:91]1[cH:92][cH:93][cH:94][cH:95][cH:96]1.[OH2:33].[Pd:41].[Pd:42]>>[CH2:1]([c:2]1[cH:3][cH:4][cH:5][cH:6][cH:7]1)[N:8]1[CH2:9][CH2:10][O:11][c:12]2[c:13]([n:15][cH:16][c:17]([N:26]3[CH:21]([CH3:20])[CH2:22][O:23][CH2:24][CH2:25]3)[n:18]2)[CH2:14]1. Yields the product CC1COCCN1c1cnc2c(n1)OCCN(Cc1ccccc1)C2. Reactants: Clc1cnc2c(n1)OCCN(Cc1ccccc1)C2, CC1COCCN1, CC(C)(C)[O-], Cc1ccccc1, [Na+], O=C(C=Cc1ccccc1)C=Cc1ccccc1, O=C(C=Cc1ccccc1)C=Cc1ccccc1, O=C(C=Cc1ccccc1)C=Cc1ccccc1, O, [Pd], [Pd]. The reactants are Cl.Cl.NC=1C=CC(=NC1N)N1C[C@@H](CCC1)C(=O)N1CCCC1 ((R)-(1-(5,6-diaminopyridin-2-yl)piperidin-3-yl)(pyrrolidin-1-yl)methanone dihydrochloride), ClC(C(OC)=N)(Cl)Cl (methyl 2,2,2-trichloroacetimidate), C(C)NCC (diethylamine), C(=O)O (formic acid), C(C(F)(F)F)O (2,2,-trifluoroethanol). Run at time 13 minute. The product is C(C)N(C(=O)C1=NC=2C(=NC(=CC2)N2C[C@@H](CCC2)C(=O)N2CCCC2)N1)CC ((R)—N,N-Diethyl-5-(3-(pyrrolidine-1-carbonyl)piperidin-1-yl)-3H-imidazo[4,5-b]pyridine-2-carboxamide). As a reaction SMILES: Cl.Cl.[NH2:3][C:4]1[CH:5]=[CH:6][C:7]([N:11]2[CH2:16][CH2:15][CH2:14][C@@H:13]([C:17]([N:19]3[CH2:23][CH2:22][CH2:21][CH2:20]3)=[O:18])[CH2:12]2)=[N:8][C:9]=1[NH2:10].C(O)=O.[CH2:27]([OH:32])[C:28](F)(F)F.ClC(Cl)(Cl)C(=N)OC.[CH2:41]([NH:43][CH2:44][CH3:45])[CH3:42]>>[CH2:41]([N:43]([CH2:44][CH3:45])[C:27]([C:28]1[NH:10][C:9]2=[N:8][C:7]([N:11]3[CH2:16][CH2:15][CH2:14][C@@H:13]([C:17]([N:19]4[CH2:23][CH2:22][CH2:21][CH2:20]4)=[O:18])[CH2:12]3)=[CH:6][CH:5]=[C:4]2[N:3]=1)=[O:32])[CH3:42] |f:0.1.2|. Procedure: Into a vial containing (R)-(1-(5,6-diaminopyridin-2-yl)piperidin-3-yl)(pyrrolidin-1-yl)methanone dihydrochloride (125 mg, 0.3 mmol) was added formic acid (73.5 μL, 1.7 mmol) followed by 2,2,-trifluoroethanol (1.7 mL) and methyl 2,2,2-trichloroacetimidate (47.0 μL, 0.4 mmol). The vial was sealed and stirred at room temperature for 13 min. The reaction mixture was heated to 60° C. and stirred for 3 h at that temperature. An aliquot of 0.3 mL was transferred into another vial containing diethylamin... Reactants: CC1(C)CCC(C)(C)c2cc(N)ccc21, COC(=O)c1ccc(C(=O)O)cc1, CN(C)c1ccncc1, CN(C)C=O, O, O=S(Cl)Cl. Product: COC(=O)c1ccc(C(=O)Nc2ccc3c(c2)C(C)(C)CCC3(C)C)cc1. RXN SMILES: [CH3:19][C:20]1([CH3:33])[c:21]2[cH:22][cH:23][c:24]([NH2:32])[cH:25][c:26]2[C:27]([CH3:30])([CH3:31])[CH2:28][CH2:29]1.[CH3:1][O:2][C:3]([c:4]1[cH:5][cH:6][c:7]([C:8](=[O:9])[OH:10])[cH:11][cH:12]1)=[O:13].[CH3:39][N:40]([c:41]1[cH:42][cH:43][n:44][cH:45][cH:46]1)[CH3:47].[O:14]=[CH:15][N:16]([CH3:17])[CH3:18].[OH2:34].[S:35]([Cl:36])([Cl:37])=[O:38]>>[CH3:1][O:2][C:3]([c:4]1[cH:5][cH:6][c:7]([C:8](=[O:10])[NH:32][c:24]2[cH:23][cH:22][c:21]3[c:26]([cH:25]2)[C:27]([CH3:30])([CH3:31])[CH2:28][CH2:29][C:20]3([CH3:19])[CH3:33])[cH:11][cH:12]1)=[O:13]. Reactants: NCC(O)C1=CC(=C(C(=C1)C(C)(C)C)O)C(C)(C)C (2-amino-1-(3,5-di-t-butyl-4-hydroxyphenyl)ethanol), C(#N)[BH3-].[Na+] (sodium cyanoborohydride), O=C(COC1=CC=C(C=C1)CC(=O)OC)C (methyl 4-(2-oxopropoxy)phenylacetate), C1=CC=CC=C1 (benzene). Solvent: CO (methanol). Yields the product COC(=O)CC1=CC=C(OCC(C)NCC(O)C2=CC(=C(C(=C2)C(C)(C)C)O)C(C)(C)C)C=C1 (2-[2-(4-methoxycarbonylmethylphenoxy)-1-methylethyl]amino-1-(3,5-di-t-butyl-4hydroxyphenyl)ethanol). Yield: 45.0%. RXN SMILES: [NH2:1][CH2:2][CH:3]([C:5]1[CH:10]=[C:9]([C:11]([CH3:14])([CH3:13])[CH3:12])[C:8]([OH:15])=[C:7]([C:16]([CH3:19])([CH3:18])[CH3:17])[CH:6]=1)[OH:4].O=[C:21]([CH3:35])[CH2:22][O:23][C:24]1[CH:29]=[CH:28][C:27]([CH2:30][C:31]([O:33][CH3:34])=[O:32])=[CH:26][CH:25]=1.C1C=CC=CC=1.C([BH3-])#N.[Na+]>CO>[CH3:34][O:33][C:31]([CH2:30][C:27]1[CH:26]=[CH:25][C:24]([O:23][CH2:22][CH:21]([NH:1][CH2:2][CH:3]([C:5]2[CH:10]=[C:9]([C:11]([CH3:12])([CH3:13])[CH3:14])[C:8]([OH:15])=[C:7]([C:16]([CH3:19])([CH3:18])[CH3:17])[CH:6]=2)[OH:4])[CH3:35])=[CH:29][CH:28]=1)=[O:32] |f:3.4|. Procedure: A procedure similar to that described in Example 6 was repeated, except that 3 g of 2-amino-1-(3,5-di-t-butyl-4-hydroxyphenyl)ethanol (prepared as described in Preparation 35), 2.2 g of methyl 4-(2-oxopropoxy)phenylacetate (prepared as described in Preparation 3), 100 ml of benzene, 60 ml of absolute methanol and 4 g of sodium cyanoborohydride were used, and that the product was purified by repeated column chromatography through silica gel, using as the eluent first ethyl acetate and then a 1:1 ... Reactants: Cl.C(C=1C(N)=CC=CC1)(=O)N (Anthranilamide hydrochloride), C(C)(=O)OC(C)=O (acetic anhydride). Reaction conditions: time 8 hour. Yields the product CC1=NC2=CC=CC=C2C(N1)=O (2-Methyl-4-(3H)quinazolinone). The yield is 42.0%. As a reaction SMILES: Cl.[C:2]([NH2:11])(=[O:10])[C:3]1[C:4](=[CH:6][CH:7]=[CH:8][CH:9]=1)[NH2:5].[C:12](OC(=O)C)(=O)[CH3:13]>>[CH3:12][C:13]1[NH:11][C:2](=[O:10])[C:3]2[C:4](=[CH:6][CH:7]=[CH:8][CH:9]=2)[N:5]=1 |f:0.1|. Procedure details: Anthranilamide hydrochloride was prepared by adding 20 ml of concentrated hydrochloric acid (37% by weight) to a solution of 27.3 g of anthranilamide in 200 ml of methanol. This mixture was cooled in an ice bath to precipitate the hydrochloride which was then collected and dried to obtain a product melting at 234°C with decomposition. A 17.4 g (0.1 mole) portion of the hydrochloride obtained above was refluxed for 3 hours with 100 ml acetic anhydride and allowed to stand overnight. The mixture w...